This data is from the Open Reaction Database (ORD), a public repository of structured organic reaction records. The task is: describe an organic reaction: reactants, conditions, products, and yield Starting materials: S(=O)(Cl)Cl (Thionyl chloride), ClC1=NC=C(C=C1CO)C (2-chloro-3-hydroxymethyl-5-methylpyridine). The solvent is C(Cl)Cl (methylenechloride). Conditions: time 6 hour. Yields the product ClC1=NC=C(C=C1CCl)C (2-chloro-3-chloromethyl-5-methylpyridine). The yield is 92.0%. As a reaction SMILES: S(Cl)([Cl:3])=O.[Cl:5][C:6]1[C:11]([CH2:12]O)=[CH:10][C:9]([CH3:14])=[CH:8][N:7]=1>C(Cl)Cl>[Cl:5][C:6]1[C:11]([CH2:12][Cl:3])=[CH:10][C:9]([CH3:14])=[CH:8][N:7]=1. Procedure: Thionyl chloride (2.73 g, 0.023 moles) was added slowly to a well-stirred solution of 2-chloro-3-hydroxymethyl-5-methylpyridine (1.2 g, 0.0076 moles) in methylenechloride (20 ml) at 0° C. temperature over a period of 20 minutes. The reaction mass was further stirred for 6 hours at the same temperature. The solvent and excess thionylchloride was removed under reduced pressure and the mass was quenched with water (25 ml). The mass was extracted with methylene chloride (2×50 ml) and the layers sepa...